Dataset: the Open Reaction Database (ORD), a public repository of structured organic reaction records. Task: describe an organic reaction: reactants, conditions, products, and yield The reactants are ice water, C([O-])([O-])=O.[K+].[K+] (potassium carbonate), C(C1=CC=CC=C1)Br (benzyl bromide), O1N=C(CC1)C=1C(=C(C(=O)C=2C=NN(C2O)C)C=CC1S(=O)(=O)C)C (4-[3-(4,5-dihydroisoxazol-3-yl)-4-methylsulfonyl-2-methylbenzoyl]-5-hydroxy-1-methylpyrazole). The solvent is CN(C)C=O (DMF). Run at time 8 hour. Product: C(C1=CC=CC=C1)OC1=C(C=NN1C)C(C1=C(C(=C(C=C1)S(=O)(=O)C)C1=NOCC1)C)=O (5-benzyloxy-4-[3-(4,5-dihydroisoxazol-3-yl)-4-methylsulfonyl-2-methylbenzoyl]-1-methylpyrazole). The yield is 74.8%. As a reaction SMILES: [O:1]1[CH2:5][CH2:4][C:3]([C:6]2[C:7]([CH3:25])=[C:8]([CH:18]=[CH:19][C:20]=2[S:21]([CH3:24])(=[O:23])=[O:22])[C:9]([C:11]2[CH:12]=[N:13][N:14]([CH3:17])[C:15]=2[OH:16])=[O:10])=[N:2]1.C(=O)([O-])[O-].[K+].[K+].[CH2:32](Br)[C:33]1[CH:38]=[CH:37][CH:36]=[CH:35][CH:34]=1>CN(C=O)C>[CH2:32]([O:16][C:15]1[N:14]([CH3:17])[N:13]=[CH:12][C:11]=1[C:9](=[O:10])[C:8]1[CH:18]=[CH:19][C:20]([S:21]([CH3:24])(=[O:23])=[O:22])=[C:6]([C:3]2[CH2:4][CH2:5][O:1][N:2]=2)[C:7]=1[CH3:25])[C:33]1[CH:38]=[CH:37][CH:36]=[CH:35][CH:34]=1 |f:1.2.3|. Procedure details: 0.45 g of 4-[3-(4,5-dihydroisoxazol-3-yl)-4-methylsulfonyl-2-methylbenzoyl]-5-hydroxy-1-methylpyrazole was dissolved in 15 ml of DMF, and 0.26 g of potassium carbonate, then 0.25 g of benzyl bromide were added. The resulting solution was stirred at room temperature overnight. The reaction solution was poured into ice water, and extracted with ethyl acetate. The organic layer was washed with water, then with a saturated sodium chloride solution, and dried over anhydrous magnesium sulfate. The sol... Reactants: CC1=CC=C(C=S)C=C1 (4-methylthiobenzaldehyde), C(C)(=O)Cl (acetyl chloride). Product: C(C)(=O)S=CC1=CC=CC=C1 (S-Acetylthiobenzaldehyde). RXN SMILES: C[C:2]1[CH:9]=[CH:8][C:5]([CH:6]=[S:7])=[CH:4][CH:3]=1.[C:10](Cl)(=[O:12])[CH3:11]>>[C:10]([SH:7]=[CH:6][C:5]1[CH:4]=[CH:3][CH:2]=[CH:9][CH:8]=1)(=[O:12])[CH3:11]. Reported procedure: Two other S-protected p-thiobenzaldehydes were obtained as shown in Scheme 2 (FIG. 15). The thiocyanato-benzaldehyde 8 was prepared according to a general procedure (Suzuki and Abe (1996) Synth. Commun., 26: 3413-3419) in 20% yield. All attempts to improve the yield by replacement of DMF with 1,3-dimethyl-2-imidazolidinone, increasing the temperature, or prolonging the reaction time were unsuccessful. S-Acetylthiobenzaldehyde 9 was prepared in a two-step one-flask procedure. Cleavage of the meth... The reactants are COC(=O)C1CN(Cc2cc3cc(Cl)ccc3n2C(=O)OC(C)(C)C)CC(=O)N1Cc1ccc2c(N)ncnc2c1, ClCCl, O=C(O)C(F)(F)F. The product is COC(=O)C1CN(Cc2cc3cc(Cl)ccc3[nH]2)CC(=O)N1Cc1ccc2c(N)ncnc2c1. RXN SMILES: [C:1]([O:2][C:3](=[O:4])[n:8]1[c:9]([CH2:18][N:19]2[CH2:20][CH:21]([C:38](=[O:39])[O:40][CH3:41])[N:22]([CH2:26][c:27]3[cH:28][cH:29][c:30]4[c:31]([NH2:37])[n:32][cH:33][n:34][c:35]4[cH:36]3)[C:23](=[O:25])[CH2:24]2)[cH:10][c:11]2[cH:12][c:13]([Cl:17])[cH:14][cH:15][c:16]12)([CH3:5])([CH3:6])[CH3:7].[Cl:49][CH2:50][Cl:51].[OH:42][C:43]([C:44]([F:45])([F:46])[F:47])=[O:48]>>[nH:8]1[c:9]([CH2:18][N:19]2[CH2:20][CH:21]([C:38](=[O:39])[O:40][CH3:41])[N:22]([CH2:26][c:27]3[cH:28][cH:29][c:30]4[c:31]([NH2:37])[n:32][cH:33][n:34][c:35]4[cH:36]3)[C:23](=[O:25])[CH2:24]2)[cH:10][c:11]2[cH:12][c:13]([Cl:17])[cH:14][cH:15][c:16]12. The reactants are C(C)(C)(C)OC(CC1C2=C(N(C(C3=C1C=CC=C3)=O)CC(=O)[O-])C=CC=C2)=O (11-(2-tert-butoxy-2-oxoethyl)-6-oxo-6,11-dihydro-5H-dibenzo[b,e]azepin-5-ylacetate), NCC=1C=C(C=CC1)NC(=O)NCC1=CC=CC=C1 (N-[3-(Aminomethyl)phenyl]-N′-benzylurea), C(=O)(C(F)(F)F)O (TFA), crude product. Run in C(C)(C)(C)OC.CO (methyl tert-butyl ether CH3OH). Yields the product C(C)(=O)OC1C2=C(N(C(C3=C1C=CC=C3)=O)CC(=O)NCC3=CC(=CC=C3)NC(=O)NCC3=CC=CC=C3)C=CC=C2 (5-{2-[(3-{[(Benzylamino)carbonyl]amino}benzyl)amino]-2-oxoethyl}-6-oxo-6,11-dihydro-5H-dibenzo[b,e]azepin-11-yl acetate). RXN SMILES: C(OC(=O)C[CH:8]1[C:14]2[CH:15]=[CH:16][CH:17]=[CH:18][C:13]=2[C:12](=[O:19])[N:11]([CH2:20][C:21]([O-])=[O:22])[C:10]2[CH:24]=[CH:25][CH:26]=[CH:27][C:9]1=2)(C)(C)C.[NH2:29][CH2:30][C:31]1[CH:32]=[C:33]([NH:37][C:38]([NH:40][CH2:41][C:42]2[CH:47]=[CH:46][CH:45]=[CH:44][CH:43]=2)=[O:39])[CH:34]=[CH:35][CH:36]=1.[C:48]([OH:54])([C:50](F)(F)F)=[O:49]>C(OC)(C)(C)C.CO>[C:48]([O:54][CH:8]1[C:14]2[CH:15]=[CH:16][CH:17]=[CH:18][C:13]=2[C:12](=[O:19])[N:11]([CH2:20][C:21]([NH:29][CH2:30][C:31]2[CH:36]=[CH:35][CH:34]=[C:33]([NH:37][C:38]([NH:40][CH2:41][C:42]3[CH:43]=[CH:44][CH:45]=[CH:46][CH:47]=3)=[O:39])[CH:32]=2)=[O:22])[C:10]2[CH:24]=[CH:25][CH:26]=[CH:27][C:9]1=2)(=[O:49])[CH3:50] |f:3.4|. Procedure: Coupling of 11-(2-tert-butoxy-2-oxoethyl)-6-oxo-6,11-dihydro-5H-dibenzo[b,e]azepin-5-yl acetate (66) with (3-{[(benzylamino)-carbonyl]amino}phenyl)methanamine (hydrochloride) (41), TFA cleavage and stirring of the resulting crude product with methyl tert-butyl ether/CH3OH 19:1 afforded 0.61 g of slightly brownish solids; ESI-MS [M+H+]=563.25. Reactants: C(C)(=O)NNC1=CC=C(C=C1)N (1-Acetyl-2-(4-aminophenyl)hydrazine), C(C)N=C=S (ethyl isothiocyanate). Yields the product C(C)(=O)NNC1=CC=C(C=C1)NC(=S)NCC (1-[4-(2-Acetylhydrazino)phenyl]-3-ethylthiourea). RXN SMILES: [C:1]([NH:4][NH:5][C:6]1[CH:11]=[CH:10][C:9]([NH2:12])=[CH:8][CH:7]=1)(=[O:3])[CH3:2].[CH2:13]([N:15]=[C:16]=[S:17])[CH3:14]>>[C:1]([NH:4][NH:5][C:6]1[CH:11]=[CH:10][C:9]([NH:12][C:16]([NH:15][CH2:13][CH3:14])=[S:17])=[CH:8][CH:7]=1)(=[O:3])[CH3:2]. Procedure details: 1-Acetyl-2-(4-aminophenyl)hydrazine (1.65 g, 0.01 mole) and ethyl isothiocyanate (0.87 g, 0.01 mole) were reacted according to procedure (11.). Yield 1.7 g (67%), p.m. 191°-193° C. Starting materials: ClCC1=CC=C(COC2=NC=CC=C2)C=C1 (2-(4-chloromethyl-benzyloxy)-pyridine), C([O-])([O-])=O.[K+].[K+] (potassium carbonate), C[Si](C)(C)C#C (trimethylsilyl acetylene), C(C)[Mg]Br (ethyl magnesium bromide), ClCC1=CC=C(COC2=NC=CC=C2)C=C1 (2-(4-chloromethyl-benzyloxy)-pyridine). The reagents and catalysts are [Cu]Br (copper (I) bromide). Solvent: CO (methanol), O1CCCC1 (tetrahydrofuran), O1CCCC1 (tetrahydrofuran). Run at temperature 65 celsius, time 30 minute. Yields the product C(C#C)C1=CC=C(COC2=NC=CC=C2)C=C1 (2-(4-Prop-2-ynyl-benzyloxy)-pyridine). As a reaction SMILES: C[Si]([C:5]#[CH:6])(C)C.C([Mg]Br)C.Cl[CH2:12][C:13]1[CH:26]=[CH:25][C:16]([CH2:17][O:18][C:19]2[CH:24]=[CH:23][CH:22]=[CH:21][N:20]=2)=[CH:15][CH:14]=1.C(=O)([O-])[O-].[K+].[K+]>O1CCCC1.CO.[Cu]Br>[CH2:12]([C:13]1[CH:26]=[CH:25][C:16]([CH2:17][O:18][C:19]2[CH:24]=[CH:23][CH:22]=[CH:21][N:20]=2)=[CH:15][CH:14]=1)[C:5]#[CH:6] |f:3.4.5|. Procedure details: To a solution of trimethylsilyl acetylene (496 μL, 3.51 mmol) in tetrahydrofuran (15 mL) was added ethyl magnesium bromide (3 M diethyl ether solution, 1.09 mL, 3.28 mmol) under nitrogen atmosphere at room temperature, which was stirred for 30 minutes at 65° C. The reaction solution was cooled to room temperature, and copper (I) bromide (168 mg, 1.17 mmol) and 2-(4-chloromethyl-benzyloxy)-pyridine (548 mg, 2.34 mmol) manufactured in Manufacturing Example 30-1-1 were added thereto and stirred for... The reactants are COC1=CC=C(C(C2=CC=CC=C2)(C2=CC=CC=C2)OC[C@@H]2[C@H]([C@H]([C@@H](O2)N2C(=O)NC(=O)C(=C2)C)OCCOC)CI)C=C1 (3′-deoxy-5′-O-(4-methoxytrityl)-3′-(iodomethyl)-2′-O-(2-methoxyethyl)-5-methyluridine), [PH2]([O-])=O.[NH4+] (ammonium phosphinate), C[Si](N[Si](C)(C)C)(C)C (1,1,1,3,3,3-hexamethyldisilazane), C(C)(C)N(CC)C(C)C (diisopropylethylamine), BTSP(bis[trimethylsilyl]phosphinate). Run in ClCCl (dichloromethane), C1CCOC1.CO.CCN(CC)CC (THF MeOH NEt3), ClCCl (dichloromethane). Run at temperature 105 celsius, time 8 hour. Yields the product COC1=CC=C(C(C2=CC=CC=C2)(C2=CC=CC=C2)OC[C@@H]2[C@H]([C@H]([C@@H](O2)N2C(=O)NC(=O)C(=C2)C)OCCOC)C)C=C1 (3′-Deoxy-5′-O-(4-methoxytrityl)-3′-methyl-2′-O-(2-methoxyethyl)-5-methyluridine). Yield: 58.9%. Reaction SMILES: [PH2](=O)[O-].[NH4+].C[Si](C)(C)N[Si](C)(C)C.[CH3:14][O:15][C:16]1[CH:57]=[CH:56][C:19]([C:20]([O:33][CH2:34][C@H:35]2[O:39][C@@H:38]([N:40]3[CH:47]=[C:46]([CH3:48])[C:44](=[O:45])[NH:43][C:41]3=[O:42])[C@H:37]([O:49][CH2:50][CH2:51][O:52][CH3:53])[C@@H:36]2[CH2:54]I)([C:27]2[CH:32]=[CH:31][CH:30]=[CH:29][CH:28]=2)[C:21]2[CH:26]=[CH:25][CH:24]=[CH:23][CH:22]=2)=[CH:18][CH:17]=1.C(N(C(C)C)CC)(C)C>ClCCl.C1COCC1.CO.CCN(CC)CC>[CH3:14][O:15][C:16]1[CH:17]=[CH:18][C:19]([C:20]([O:33][CH2:34][C@H:35]2[O:39][C@@H:38]([N:40]3[CH:47]=[C:46]([CH3:48])[C:44](=[O:45])[NH:43][C:41]3=[O:42])[C@H:37]([O:49][CH2:50][CH2:51][O:52][CH3:53])[C@@H:36]2[CH3:54])([C:21]2[CH:22]=[CH:23][CH:24]=[CH:25][CH:26]=2)[C:27]2[CH:32]=[CH:31][CH:30]=[CH:29][CH:28]=2)=[CH:56][CH:57]=1 |f:0.1,6.7.8|. Reported procedure: A mixture of ammonium phosphinate (410 mg, 5.1 mmol) and 1,1,1,3,3,3-hexamethyldisilazane (1.18 mL, 0.90 g, 5.59 mmol) was heated at 100-110° C. for 2 h under nitrogen atmosphere with condenser. The intermediate BTSP(bis[trimethylsilyl]phosphinate) was cooled to 0° C. and 5 mL of dichloromethane was injected. To this mixture was injected a solution of 3′-deoxy-5′-O-(4-methoxytrityl)-3′-(iodomethyl)-2′-O-(2-methoxyethyl)-5-methyluridine (0.78 g, 1.1 mmol) and diisopropylethylamine (0.39 mL, 287 m...